From a dataset of the Open Reaction Database (ORD), a public repository of structured organic reaction records. describe an organic reaction: reactants, conditions, products, and yield As a reaction SMILES: [C:1](#[N:2])[c:3]1[cH:4][cH:5][c:6]([CH:9]=[CH:10][C:11](=[O:12])[c:13]2[cH:14][c:15]([C:16]#[N:17])[cH:18][cH:19][cH:20]2)[cH:7][cH:8]1.[CH3:45][c:46]1[cH:47][cH:48][cH:49][cH:50][cH:51]1.[c:21]1([P:22]([c:23]2[cH:24][cH:25][cH:26][cH:27][cH:28]2)([c:29]2[cH:30][cH:31][cH:32][cH:33][cH:34]2)=[CH:40][C:41](=[O:42])[O:43][CH3:44])[cH:35][cH:36][cH:37][cH:38][cH:39]1>>[C:1](#[N:2])[c:3]1[cH:4][cH:5][c:6]([CH:9]=[CH:10][C:11]([c:13]2[cH:14][c:15]([C:16]#[N:17])[cH:18][cH:19][cH:20]2)=[CH:40][C:41](=[O:42])[O:43][CH3:44])[cH:7][cH:8]1. Product: COC(=O)C=C(C=Cc1ccc(C#N)cc1)c1cccc(C#N)c1. The reactants are N#Cc1ccc(C=CC(=O)c2cccc(C#N)c2)cc1, Cc1ccccc1, COC(=O)C=P(c1ccccc1)(c1ccccc1)c1ccccc1. Reactants: BrC=1C=CC(N(C1)CC1=CC=C(C=C1)CC)=O (5-Bromo-1-(4-ethylphenylmethyl)-1H-pyridin-2-one), C(C)(=O)O[C@H]1[C@@H](O[C@@H]([C@H]([C@@H]1OC(C)=O)OC(C)=O)COC(C)=O)C1=CC(=C(C=C1)Cl)CC=1SC(=CC1)C1=NC=CN=C1 (1-(2,3,4,6-tetra-O-acetyl-β-D-glucopyranosyl)-4-chloro-3-(5-pyrazinyl-2-thienylmethyl)benzene). Product: [C@@H]1([C@H](O)[C@@H](O)[C@H](O)[C@H](O1)CO)C1=CC(=C(C=C1)Cl)CC=1SC(=CC1)C1=NC=CN=C1 (1-(β-D-glucopyranosyl)-4-chloro-3-(5-pyrazinyl-2-thienyl methyl)benzene). As a reaction SMILES: BrC1C=CC(=O)N(CC2C=CC(CC)=CC=2)C=1.C([O:21][C@@H:22]1[C@@H:27]([O:28]C(=O)C)[C@H:26]([O:32]C(=O)C)[C@@H:25]([CH2:36][O:37]C(=O)C)[O:24][C@H:23]1[C:41]1[CH:46]=[CH:45][C:44]([Cl:47])=[C:43]([CH2:48][C:49]2[S:50][C:51]([C:54]3[CH:59]=[N:58][CH:57]=[CH:56][N:55]=3)=[CH:52][CH:53]=2)[CH:42]=1)(=O)C>>[C@@H:23]1([C:41]2[CH:46]=[CH:45][C:44]([Cl:47])=[C:43]([CH2:48][C:49]3[S:50][C:51]([C:54]4[CH:59]=[N:58][CH:57]=[CH:56][N:55]=4)=[CH:52][CH:53]=3)[CH:42]=2)[O:24][C@H:25]([CH2:36][OH:37])[C@@H:26]([OH:32])[C@H:27]([OH:28])[C@H:22]1[OH:21]. Procedure details: A solution of mesityl bromide (4.74 g) in tetrahydrofuran (100 ml) was cooled to −78° C. under argon atmosphere, and thereto was added dropwise t-butyl lithium (1.43 M pentane solution, 33 ml). The mixture was stirred at −30 to −20° C. for one hour, and then, a mixed solution of t-butyl 5-bromo-2-chlorobenzoate 61 (4.94 g) and 2,3,4,6-tetrakis-O-trimethylsilyl-D-glucono-1,5-lactone 2 (see U.S. Pat. No. 6,515,117) (11.10 g) in tetrahydrofuran (70 ml) was added dropwise thereto at −78° C. The mixt... The reactants are C[Si](CCOC(OC1=CC=C(C=C1)[N+](=O)[O-])=O)(C)C (carbonic acid 4-nitro-phenyl ester 2-trimethylsilanyl-ethyl ester), CCN(C(C)C)C(C)C (DIEA), FC1=C(C=C(C(=C1)C)N)N (4-fluoro-6-methyl-benzene-1,3-diamine). Reagents/catalysts: CN(C)C=1C=CN=CC1 (DMAP). Run in CN(C)C=O (DMF). Conditions: temperature 50 celsius. The product is C[Si](CCOC(NC1=C(C=C(C(=C1)N)F)C)=O)(C)C ((5-amino-4-fluoro-2-methyl-phenyl)-carbamic acid 2-trimethylsilanyl-ethyl ester). Isolated yield 28.0%. As a reaction SMILES: [CH3:1][Si:2]([CH3:19])([CH3:18])[CH2:3][CH2:4][O:5][C:6](=O)[O:7]C1C=CC([N+]([O-])=O)=CC=1.CCN(C(C)C)C(C)C.[F:29][C:30]1[CH:35]=[C:34]([CH3:36])[C:33]([NH2:37])=[CH:32][C:31]=1[NH2:38]>CN(C=O)C.CN(C1C=CN=CC=1)C>[CH3:1][Si:2]([CH3:19])([CH3:18])[CH2:3][CH2:4][O:5][C:6](=[O:7])[NH:37][C:33]1[CH:32]=[C:31]([NH2:38])[C:30]([F:29])=[CH:35][C:34]=1[CH3:36]. Reported procedure: To a solution of carbonic acid 4-nitro-phenyl ester 2-trimethylsilanyl-ethyl ester (566 mg, 2 mmol) in DMF (4 ml) at 23° C. under an atmosphere of argon was added DMAP (12 mg, 0.1 mmol), DIEA (0.35 ml, 2 mmol) and 4-fluoro-6-methyl-benzene-1,3-diamine. The resulting solution was heated to 50° C. for 48 h. The reaction mixture was quenched with saturated NaHCO3 (aq), extracted with EtOAc (3×20 ml). The EtOAc was removed in-vacuo, and the residue was re-dissolved in Et2O then washed with 3 N NaOH ...